Task: describe an organic reaction: reactants, conditions, products, and yield. Dataset: the Open Reaction Database (ORD), a public repository of structured organic reaction records Starting materials: C(C)OC1=C(OCCNCCCNC=2NCCCN2)C=CC=C1 (N-[2-(2-ethoxyphenoxy)ethyl]-N'-(1,4,5,6-tetrahydro-2-pyrimidinyl)-1,3-propanediamine), O1CCOC2=C1C=CC=C2OCCNCCCNC=2NCCCN2 (N-[2-[(2,3-dihydro-1,4-benzodioxin-5-yl)oxy]ethyl]-N'-(1,4,5,6-tetrahydro-2-pyrimidinyl)-1,3-propanediamine), COC1=C(OCCCNCCCNC=2NCCCN2)C=CC=C1 (N-[3-(2-methoxyphenoxy)propyl]-N'-(1,4,5,6-tetrahydro-2-pyrimidinyl)-1,3-propanediamine), O1CCOC2=C1C=CC=C2OCCNCCCNC2=NC=CC=N2 (N-[2-[(2,3-dihydro-1,4-benzodioxin-5-yl)oxy]ethyl]-N'-2-pyrimidinyl-1,3-propanediamine). The product is COC1=C(OCCNCCCNC=2NCCCN2)C=CC=C1 (N-[2-(2-methoxyphenoxy)ethyl]-N'-(1,4,5,6-tetrahydro-2-pyrimidinyl)-1,3-propane diamine). As a reaction SMILES: [CH2:1]([O:3][C:4]1[CH:23]=[CH:22][CH:21]=[CH:20][C:5]=1[O:6][CH2:7][CH2:8][NH:9][CH2:10][CH2:11][CH2:12][NH:13][C:14]1[NH:15][CH2:16][CH2:17][CH2:18][N:19]=1)C.COC1C=CC=CC=1OCCCNCCCNC1NCCCN=1.O1C2C=CC=C(OCCNCCCNC3N=CC=CN=3)C=2OCC1.O1C2C=CC=C(OCCNCCCNC3NCCCN=3)C=2OCC1>>[CH3:1][O:3][C:4]1[CH:23]=[CH:22][CH:21]=[CH:20][C:5]=1[O:6][CH2:7][CH2:8][NH:9][CH2:10][CH2:11][CH2:12][NH:13][C:14]1[NH:19][CH2:18][CH2:17][CH2:16][N:15]=1. Procedure: N-[2-(2-ethoxyphenoxy)ethyl]-N'-(1,4,5,6-tetrahydro-2-pyrimidinyl)-1,3-propanediamine; N-[3-(2-methoxyphenoxy)propyl]-N'-(1,4,5,6-tetrahydro-2-pyrimidinyl)-1,3-propanediamine; N-[2-[(2,3-dihydro-1,4-benzodioxin-5-yl)oxy]ethyl]-N'-2-pyrimidinyl-1,3-propanediamine; N-[2-[(2,3-dihydro-1,4-benzodioxin-5-yl)oxy]ethyl]-N'-(1,4,5,6-tetrahydro-2-pyrimidinyl)-1,3-propanediamine; Starting materials: O=C[C@H](O)[C@@H](O)[C@H](O)[C@H](O)CO (glucose), O=C[C@H](O)[C@@H](O)[C@H](O)[C@H](O)CO (glucose), O=C[C@H](O)[C@@H](O)[C@H](O)[C@H](O)CO (glucose), [NH4+].[OH-] (NH4OH). Conditions: time 40 hour. Yields the product CCCCCC1CCCC(=O)O1 (δ-decalactone). As a reaction SMILES: O=[CH:2][C@@H:3]([C@H:5]([C@@H:7]([C@@H:9]([CH2:11][OH:12])O)O)O)[OH:4].[NH4+].[OH-]>>[CH3:2][CH2:3][CH2:5][CH2:7][CH2:2][CH:3]1[O:4][C:11](=[O:12])[CH2:9][CH2:7][CH2:5]1 |f:1.2|. Procedure details: A 15 1 bioreactor containing 10 1 of medium was seeded with 2×800 ml of an inoculum of Clostridium tyrobutyricum I-776. Strict anaerobic and sterile conditions were maintained. The pH was kept at 6.5, the temperature at 35° C., the stirring speed at 300/min; the initial concentration of glucose was 90 g/l. When the glucose was exhausted (48 h), the cells were gathered for centrifugation over 30 min at 4° C., for example at 10000 ×g. The humid mass of the cells was gathered and put into a 2 1 rea... The reactants are O=C(Cl)CCl, Nc1ccccc1C(=O)c1ccccc1C(F)(F)F, c1ccccc1. The product is O=C(CCl)Nc1ccccc1C(=O)c1ccccc1C(F)(F)F. As a reaction SMILES: [Cl:20][CH2:21][C:22](=[O:23])[Cl:24].[NH2:1][c:2]1[c:3]([C:4](=[O:5])[c:6]2[c:7]([C:12]([F:13])([F:14])[F:15])[cH:8][cH:9][cH:10][cH:11]2)[cH:16][cH:17][cH:18][cH:19]1.[cH:25]1[cH:26][cH:27][cH:28][cH:29][cH:30]1>>[NH:1]([c:2]1[c:3]([C:4](=[O:5])[c:6]2[c:7]([C:12]([F:13])([F:14])[F:15])[cH:8][cH:9][cH:10][cH:11]2)[cH:16][cH:17][cH:18][cH:19]1)[C:22]([CH2:21][Cl:20])=[O:23]. RXN SMILES: [CH2:1]([CH3:2])[CH:3]1[C:4](=[O:71])[CH2:5][CH:6]([O:60][Si:61]([CH:62]([CH3:63])[CH3:64])([CH:65]([CH3:66])[CH3:67])[CH:68]([CH3:69])[CH3:70])[CH:7]([CH3:59])[CH:8]([C:42](=[CH:43][CH:44]2[CH2:45][CH:46]([O:51][c:52]3[cH:53][cH:54][cH:55][cH:56][cH:57]3)[C:47](=[O:50])[CH2:48][CH2:49]2)[CH3:58])[O:9][C:10](=[O:41])[CH:11]2[CH2:12][CH2:13][CH2:14][CH2:15][N:16]2[C:17](=[O:40])[C:18](=[O:39])[C:19]2([OH:38])[CH:20]([CH3:37])[CH2:21][CH:22]([O:35][CH3:36])[CH:23]([CH:24]([O:32][CH3:33])[CH2:25][CH:26]([CH3:31])[CH2:27][C:28]([CH3:30])=[CH:29]1)[O:34]2.[CH3:73][C:74]#[N:75].[FH:72]>>[CH2:1]([CH3:2])[CH:3]1[C:4](=[O:71])[CH2:5][CH:6]([OH:60])[CH:7]([CH3:59])[CH:8]([C:42](=[CH:43][CH:44]2[CH2:45][CH:46]([O:51][c:52]3[cH:53][cH:54][cH:55][cH:56][cH:57]3)[C:47](=[O:50])[CH2:48][CH2:49]2)[CH3:58])[O:9][C:10](=[O:41])[CH:11]2[CH2:12][CH2:13][CH2:14][CH2:15][N:16]2[C:17](=[O:40])[C:18](=[O:39])[C:19]2([OH:38])[CH:20]([CH3:37])[CH2:21][CH:22]([O:35][CH3:36])[CH:23]([CH:24]([O:32][CH3:33])[CH2:25][CH:26]([CH3:31])[CH2:27][C:28]([CH3:30])=[CH:29]1)[O:34]2. Reactants: CCC1C=C(C)CC(C)CC(OC)C2OC(O)(C(=O)C(=O)N3CCCCC3C(=O)OC(C(C)=CC3CCC(=O)C(Oc4ccccc4)C3)C(C)C(O[Si](C(C)C)(C(C)C)C(C)C)CC1=O)C(C)CC2OC, CC#N, F. The product is CCC1C=C(C)CC(C)CC(OC)C2OC(O)(C(=O)C(=O)N3CCCCC3C(=O)OC(C(C)=CC3CCC(=O)C(Oc4ccccc4)C3)C(C)C(O)CC1=O)C(C)CC2OC.